From a dataset of the Open Reaction Database (ORD), a public repository of structured organic reaction records. describe an organic reaction: reactants, conditions, products, and yield Starting materials: OC1=C(C=C(C(=O)O)C=C1C)C (4-hydroxy-3,5-dimethylbenzoic acid), C(C)O (ethanol), Cl (HCl). Procedure: A mixture of 500 mg (3 mmol) of 4-hydroxy-3,5-dimethylbenzoic acid, 20 ml of absolute ethanol and a catalytic amount of anhydrous HCl was heated at reflux for 2 h. The mixture was then poured into excess cold water and the resultant precipitate was filtered. The precipitate was washed with water and dried in-vacuo to give the title compound as a white solid. As a reaction SMILES: [OH:1][C:2]1[C:10]([CH3:11])=[CH:9][C:5]([C:6]([OH:8])=[O:7])=[CH:4][C:3]=1[CH3:12].[CH2:13](O)[CH3:14].Cl>O>[OH:1][C:2]1[C:3]([CH3:12])=[CH:4][C:5]([C:6]([O:8][CH2:13][CH3:14])=[O:7])=[CH:9][C:10]=1[CH3:11]. Solvent: O (water). Product: OC1=C(C=C(C(=O)OCC)C=C1C)C (Ethyl 4-hydroxy-3,5-dimethylbenzoate). Starting materials: ClB(Cl)Cl, COc1cc(OC)c2c(c1)C(=O)c1cccc(OC(C)C)c1-2, ClCCl. Yields the product COc1cc(OC)c2c(c1)C(=O)c1cccc(O)c1-2. As a reaction SMILES: [B:23]([Cl:24])([Cl:25])[Cl:26].[CH:1]([CH3:2])([CH3:3])[O:4][c:5]1[c:6]2[c:14]([cH:15][cH:16][cH:17]1)[C:13](=[O:18])[c:12]1[c:7]-2[c:8]([O:21][CH3:22])[cH:9][c:10]([O:19][CH3:20])[cH:11]1.[Cl:27][CH2:28][Cl:29]>>[OH:4][c:5]1[c:6]2[c:14]([cH:15][cH:16][cH:17]1)[C:13](=[O:18])[c:12]1[c:7]-2[c:8]([O:21][CH3:22])[cH:9][c:10]([O:19][CH3:20])[cH:11]1.